From a dataset of the Open Reaction Database (ORD), a public repository of structured organic reaction records. describe an organic reaction: reactants, conditions, products, and yield Reactants: C[Si](CCOCN(C1=C(C(=NC=2N1N=CC2C=2C=NC(=CC2)C2=CC=CC=C2)C2CCC(CC2)(O)CO)Br)COCC[Si](C)(C)C)(C)C (4-(7-(bis((2-(trimethylsilyl)ethoxy)methyl)amino)-6-bromo-3-(6-phenylpyridin-3-yl)pyrazolo[1,5-a]pyrimidin-5-yl)-1-(hydroxymethyl)cyclohexanol), C(=O)(C(F)(F)F)O.O (TFA H2O). Yields the product NC1=C(C(=NC=2N1N=CC2C=2C=NC(=CC2)C2=CC=CC=C2)C2CCC(CC2)(O)CO)Br (4-(7-amino-6-bromo-3-(6-phenylpyridin-3-yl)pyrazolo[1,5-a]pyrimidin-5-yl)-1-(hydroxymethyl)cyclohexanol). Isolated yield 39.3%. RXN SMILES: C[Si](C)(C)CCOC[N:7](COCC[Si](C)(C)C)[C:8]1[N:13]2[N:14]=[CH:15][C:16]([C:17]3[CH:18]=[N:19][C:20]([C:23]4[CH:28]=[CH:27][CH:26]=[CH:25][CH:24]=4)=[CH:21][CH:22]=3)=[C:12]2[N:11]=[C:10]([CH:29]2[CH2:34][CH2:33][C:32]([CH2:36][OH:37])([OH:35])[CH2:31][CH2:30]2)[C:9]=1[Br:38].C(O)(C(F)(F)F)=O.O>>[NH2:7][C:8]1[N:13]2[N:14]=[CH:15][C:16]([C:17]3[CH:18]=[N:19][C:20]([C:23]4[CH:24]=[CH:25][CH:26]=[CH:27][CH:28]=4)=[CH:21][CH:22]=3)=[C:12]2[N:11]=[C:10]([CH:29]2[CH2:34][CH2:33][C:32]([CH2:36][OH:37])([OH:35])[CH2:31][CH2:30]2)[C:9]=1[Br:38] |f:1.2|. Procedure: 4-(7-(bis((2-(trimethylsilyl)ethoxy)methyl)amino)-6-bromo-3-(6-phenylpyridin-3-yl)pyrazolo[1,5-a]pyrimidin-5-yl)-1-(hydroxymethyl)cyclohexanol (385 mg, 0.510 mmol) was treated with a mixture of TFA/H2O (2/2 mL) at rt overnight. The reaction mixture was evaporated to dryness and purified by a reverse phase HPLC to afford 4-(7-amino-6-bromo-3-(6-phenylpyridin-3-yl)pyrazolo[1,5-a]pyrimidin-5-yl)-1-(hydroxymethyl)cyclohexanol as a pale yellow solid (99 mg). HPLC-MS TR=3.27 min (isomer 1) and 3.32 mi... The reactants are CCOC(=O)[O-], CCO, Cc1ccccc1, COc1c(CC#N)cccc1Sc1ccccc1C, [Na]. Product: CCOC(=O)C(C#N)c1cccc(Sc2ccccc2C)c1OC. RXN SMILES: [C:24]([O:25][CH2:26][CH3:27])([O-:28])=[O:29].[CH3:2][CH2:3][OH:4].[CH3:30][c:31]1[cH:32][cH:33][cH:34][cH:35][cH:36]1.[CH3:5][O:6][c:7]1[c:8]([CH2:21][C:22]#[N:23])[cH:9][cH:10][cH:11][c:12]1[S:13][c:14]1[c:15]([CH3:20])[cH:16][cH:17][cH:18][cH:19]1.[Na:1]>>[CH3:5][O:6][c:7]1[c:8]([CH:21]([C:22]#[N:23])[C:24]([O:25][CH2:26][CH3:27])=[O:28])[cH:9][cH:10][cH:11][c:12]1[S:13][c:14]1[c:15]([CH3:20])[cH:16][cH:17][cH:18][cH:19]1. Starting materials: C(C1=CC=CC=C1)OC1=C2CCCC(C2=CC=C1)C(=O)N(CC=1C=NNC1)C=1C=NC(=CC1)OC (5-benzyloxy-N-(6-methoxypyridin-3-yl)-N-[(pyrazol-4-yl)methyl]-1,2,3,4-tetrahydronaphthalene-1-carboxamide), Cl.ClCC1=NC=C(C=C1)C (2-chloromethyl-5-methylpyridine hydrochloride). Yields the product C(C1=CC=CC=C1)OC1=C2CCCC(C2=CC=C1)C(=O)N(CC=1C=NN(C1)CC1=NC=C(C=C1)C)C=1C=NC(=CC1)OC (5-benzyloxy-N-(6-methoxypyridin-3-yl)-N-({1-[(5-methylpyridin-2-yl)methyl]pyrazol-4-yl}methyl)-1,2,3,4-tetrahydronaphthalene-1-carboxamide). The yield is 81.7%. Reaction SMILES: [CH2:1]([O:8][C:9]1[CH:18]=[CH:17][CH:16]=[C:15]2[C:10]=1[CH2:11][CH2:12][CH2:13][CH:14]2[C:19]([N:21]([C:28]1[CH:29]=[N:30][C:31]([O:34][CH3:35])=[CH:32][CH:33]=1)[CH2:22][C:23]1[CH:24]=[N:25][NH:26][CH:27]=1)=[O:20])[C:2]1[CH:7]=[CH:6][CH:5]=[CH:4][CH:3]=1.Cl.Cl[CH2:38][C:39]1[CH:44]=[CH:43][C:42]([CH3:45])=[CH:41][N:40]=1>>[CH2:1]([O:8][C:9]1[CH:18]=[CH:17][CH:16]=[C:15]2[C:10]=1[CH2:11][CH2:12][CH2:13][CH:14]2[C:19]([N:21]([C:28]1[CH:29]=[N:30][C:31]([O:34][CH3:35])=[CH:32][CH:33]=1)[CH2:22][C:23]1[CH:24]=[N:25][N:26]([CH2:38][C:39]2[CH:44]=[CH:43][C:42]([CH3:45])=[CH:41][N:40]=2)[CH:27]=1)=[O:20])[C:2]1[CH:7]=[CH:6][CH:5]=[CH:4][CH:3]=1 |f:1.2|. Procedure: By the reaction and treatment in the same manner as in Example 271 using 5-benzyloxy-N-(6-methoxypyridin-3-yl)-N-[(pyrazol-4-yl)methyl]-1,2,3,4-tetrahydronaphthalene-1-carboxamide (0.94 g) and 2-chloromethyl-5-methylpyridine hydrochloride (0.71 g) as starting materials, 5-benzyloxy-N-(6-methoxypyridin-3-yl)-N-({1-[(5-methylpyridin-2-yl)methyl]pyrazol-4-yl}methyl)-1,2,3,4-tetrahydronaphthalene-1-carboxamide (0.94 g) was obtained.